This data is from the Open Reaction Database (ORD), a public repository of structured organic reaction records. The task is: describe an organic reaction: reactants, conditions, products, and yield Starting materials: O[C@@H]1C[C@H]2CC[C@H]3[C@]4(CC[C@H](/C=C(/C=O)\C)[C@]4(CC[C@@H]3[C@]2(CC1)C)C)O ((E)-3β,14β-dihydroxy-21-methyl-5β-pregn-20-ene-21-carboxaldehyde), C(O)(O)=O.NNC(=N)N (aminoguanidine hydrogencarbonate), Cl (HCl). Solvent: O1CCOCC1 (dioxane), O (water), O1CCOCC1 (dioxane). The product is N(C(=N)N)\N=C\C(=C\[C@@H]1[C@]2(C)[C@](CC1)([C@@H]1CC[C@@H]3C[C@H](CC[C@]3(C)[C@H]1CC2)O)O)\C ((E,E)-17β-(3-Guanidinoimino-2-methyl-1-propenyl)-5β-androstane-3β,14β-diol). Isolated yield 68.3%. As a reaction SMILES: C(=O)(O)O.[NH2:5][NH:6][C:7]([NH2:9])=[NH:8].Cl.[OH:11][C@H:12]1[CH2:33][CH2:32][C@@:31]2([CH3:34])[C@H:14]([CH2:15][CH2:16][C@@H:17]3[C@@H:30]2[CH2:29][CH2:28][C@@:27]2([CH3:35])[C@:18]3([OH:36])[CH2:19][CH2:20][C@@H:21]2/[CH:22]=[C:23](\[CH3:26])/[CH:24]=O)[CH2:13]1>O.O1CCOCC1>[NH:6](/[N:5]=[CH:24]/[C:23](/[CH3:26])=[CH:22]/[C@H:21]1[CH2:20][CH2:19][C@:18]2([OH:36])[C@H:17]3[C@H:30]([CH2:29][CH2:28][C@:27]12[CH3:35])[C@:31]1([CH3:34])[C@@H:14]([CH2:13][C@@H:12]([OH:11])[CH2:33][CH2:32]1)[CH2:15][CH2:16]3)[C:7]([NH2:9])=[NH:8] |f:0.1|. Reported procedure: A mixture of 0.50 g of aminoguanidine hydrogencarbonate in 10 ml of water and 30 ml of dioxane was made acid to pH 3 with 3N HCl. A solution of 0.95 g of (E)-3β,14β-dihydroxy-21-methyl-5β-pregn-20-ene-21-carboxaldehyde (Prepn. 1) in 10 ml of dioxane was added at room temperature. After 3 days the mixture was evaporated to dryness under reduced pressure. The crude product was purified by flash chromatography (SiO2) using chloroform/methanol/28% ammonium hydroxide 80/20/3 as the eluant: the fracti... The reactants are CCO, [Na+], [OH-], O=C1NC(Cc2ccc(C(F)(F)F)cc2)C(c2ccccc2)O1. Yields the product NC(Cc1ccc(C(F)(F)F)cc1)C(O)c1ccccc1. RXN SMILES: [CH3:26][CH2:27][OH:28].[Na+:25].[OH-:24].[c:1]1([CH:7]2[CH:8]([CH2:13][c:14]3[cH:15][cH:16][c:17]([C:20]([F:21])([F:22])[F:23])[cH:18][cH:19]3)[NH:9][C:10](=[O:12])[O:11]2)[cH:2][cH:3][cH:4][cH:5][cH:6]1>>[c:1]1([CH:7]([CH:8]([NH2:9])[CH2:13][c:14]2[cH:15][cH:16][c:17]([C:20]([F:21])([F:22])[F:23])[cH:18][cH:19]2)[OH:11])[cH:2][cH:3][cH:4][cH:5][cH:6]1. Reactants: CN(CCCN1CCC2=CC(=C(C=C2CC1=O)OC)OC)C[C@H]3CC4=C3C=C(C(=C4)OC)OC (ivabradine), Cl.C(C)#N (acetonitrile hydrochloric acid). Run in C(C)#N (acetonitrile). Reaction conditions: temperature 62.5 celsius. The product is CN(CCCN1CCC2=CC(=C(C=C2CC1=O)OC)OC)C[C@H]3CC4=C3C=C(C(=C4)OC)OC.Cl (ivabradine hydrochloride). Isolated yield 75.0%. Reaction SMILES: [CH3:1][N:2]([CH2:22][C@@H:23]1[C:26]2[CH:27]=[C:28]([O:33][CH3:34])[C:29]([O:31][CH3:32])=[CH:30][C:25]=2[CH2:24]1)[CH2:3][CH2:4][CH2:5][N:6]1[C:16](=[O:17])[CH2:15][C:14]2[C:9](=[CH:10][C:11]([O:20][CH3:21])=[C:12]([O:18][CH3:19])[CH:13]=2)[CH2:8][CH2:7]1.[ClH:35].C(#N)C>C(#N)C>[CH3:1][N:2]([CH2:22][C@@H:23]1[C:26]2[CH:27]=[C:28]([O:33][CH3:34])[C:29]([O:31][CH3:32])=[CH:30][C:25]=2[CH2:24]1)[CH2:3][CH2:4][CH2:5][N:6]1[C:16](=[O:17])[CH2:15][C:14]2[C:9](=[CH:10][C:11]([O:20][CH3:21])=[C:12]([O:18][CH3:19])[CH:13]=2)[CH2:8][CH2:7]1.[ClH:35] |f:1.2,4.5|. Procedure details: 100 g of ivabradine base and 300 mL acetonitrile were cooled to 0° C. to 5° C. and acetonitrile hydrochloric acid solution was added drop wise by adjusting the pH to about 1-2. The resulting mass was stirred till complete precipitation and maintained for 60 minutes. The product was filtered under nitrogen and washed with chilled acetonitrile. The wet-cake and acetonitrile were heated at 60-65° C. and stirred for 30 min. The reaction mixture was gradually cooled to 25° C. and stirred for 1 hour. ... The reactants are 2-methylpyridone, F[B-](F)(F)F.O=[N+]=O (nitronium tetrafluoroborate), OC1=CC=CC=2N=C(SC21)NC(=O)NCC (1-(7-Hydroxy-2-benzothiazolyl)-3-ethyl-urea). Solvent: C(C)#N (acetonitrile), C(C)#N (acetonitrile), C(C)OCC (diethyl ether). Run at temperature 20 celsius, time 5 minute. Yields the product OC1=C(C=CC=2N=C(SC21)NC(=O)NCC)[N+](=O)[O-] (1-(7-Hydroxy-6-nitro-2-benzothiazolyl)-3-ethyl-urea). Yield: 10.4%. RXN SMILES: F[B-](F)(F)F.[O:6]=[N+:7]=[O:8].[OH:9][C:10]1[C:18]2[S:17][C:16]([NH:19][C:20]([NH:22][CH2:23][CH3:24])=[O:21])=[N:15][C:14]=2[CH:13]=[CH:12][CH:11]=1>C(#N)C.C(OCC)C>[OH:9][C:10]1[C:18]2[S:17][C:16]([NH:19][C:20]([NH:22][CH2:23][CH3:24])=[O:21])=[N:15][C:14]=2[CH:13]=[CH:12][C:11]=1[N+:7]([O-:8])=[O:6] |f:0.1|. Procedure: To a solution of 2-methylpyridone (0.020 mL, 0.20 mmol, 1.2 eq) in anhydrous acetonitrile (0.5 mL), nitronium tetrafluoroborate (0.045 g, 0.32 mmol, 1.9 eq) was added. The suspension was stirred at about 20° C. for about 5 minutes to get an orange solution. The solution was then transferred to a suspension of 1-(7-hydroxy-2-benzothiazolyl)-3-ethyl-urea 8 (0.040 g, 0.17 mmol) in acetonitrile (0.5 mL). The reaction mixture was stirred at about 20° C. for about 15 minutes, then taken up in diethyl ... Starting materials: [OH-].[Na+] (NaOH), COC(CCNC(=O)C=1C(=NN(C1)C1=CC=CC=C1)C(F)(F)F)=O (3-[(1-phenyl-3-trifluoromethyl-1H-pyrazole-4-carbonyl)amino]propionic acid methyl ester). Run in C1CCOC1.CO.O (THF MeOH water). Reaction conditions: temperature 25 celsius, time 5 hour. The product is C1(=CC=CC=C1)N1N=C(C(=C1)C(=O)NCCC(=O)O)C(F)(F)F (3-[(1-phenyl-3-trifluoromethyl-1H-pyrazole-4-carbonyl)amino]propionic acid). Isolated yield 98.0%. As a reaction SMILES: [OH-].[Na+].C[O:4][C:5](=[O:26])[CH2:6][CH2:7][NH:8][C:9]([C:11]1[C:12]([C:22]([F:25])([F:24])[F:23])=[N:13][N:14]([C:16]2[CH:21]=[CH:20][CH:19]=[CH:18][CH:17]=2)[CH:15]=1)=[O:10]>C1COCC1.CO.O>[C:16]1([N:14]2[CH:15]=[C:11]([C:9]([NH:8][CH2:7][CH2:6][C:5]([OH:26])=[O:4])=[O:10])[C:12]([C:22]([F:24])([F:25])[F:23])=[N:13]2)[CH:17]=[CH:18][CH:19]=[CH:20][CH:21]=1 |f:0.1,3.4.5|. Procedure details: NaOH (212.1 mg, 5.3 mmol) was added to 3-[(1-phenyl-3-trifluoromethyl-1H-pyrazole-4-carbonyl)amino]propionic acid methyl ester (181 mg, 0.53 mmol) dissolved in THF/MeOH/water (25 mL, 4:2:1). The reaction mixture was stirred at 25° C. for 5 hours and concentrated under vacuum. The residue was acidified with 1M HCl up to pH 2 and extracted with ethyl acetate. The extract was washed with brine and dried with anhydrous sodium sulfate and concentrated under vacuum to obtain the desired compound (170 ... Product: CC(C)N(C)c1cc2c(cc1Cl)NC(=O)CC(c1cccc(-n3nncc3CN(C)C)c1)=N2. The reactants are CNC, [Cl-], CC(C)N(C)c1cc2c(cc1Cl)NC(=O)CC(c1cccc(-n3nncc3CO)c1)=N2, ClCCl, CN(C)C=O, O=S(Cl)Cl. RXN SMILES: [CH3:37][NH:38][CH3:39].[Cl-:36].[Cl:1][c:2]1[c:3]([N:27]([CH3:28])[CH:29]([CH3:30])[CH3:31])[cH:4][c:5]2[c:6]([cH:26]1)[NH:7][C:8](=[O:25])[CH2:9][C:10]([c:12]1[cH:13][c:14](-[n:18]3[n:19][n:20][cH:21][c:22]3[CH2:23][OH:24])[cH:15][cH:16][cH:17]1)=[N:11]2.[Cl:40][CH2:41][Cl:42].[O:43]=[CH:44][N:45]([CH3:46])[CH3:47].[S:32]([Cl:33])([Cl:34])=[O:35]>>[Cl:1][c:2]1[c:3]([N:27]([CH3:28])[CH:29]([CH3:30])[CH3:31])[cH:4][c:5]2[c:6]([cH:26]1)[NH:7][C:8](=[O:25])[CH2:9][C:10]([c:12]1[cH:13][c:14](-[n:18]3[n:19][n:20][cH:21][c:22]3[CH2:23][N:38]([CH3:37])[CH3:39])[cH:15][cH:16][cH:17]1)=[N:11]2. The reactants are C(C1=CC=CC=C1)N(C1=C(C(=CC=C1)NS(=O)(=O)C)C)CC1=CC=C(OC2=CC=C(OCCCCC(=O)O)C=C2)C=C1 (5-(4-{4-[(benzyl{2-methyl-3-[(methylsulfonyl)amino]phenyl}amino)methyl]phenoxy}phenoxy)pentanoic acid), Cl.C(C)OC(CCN)=O (beta-alanine ethyl ester hydrochloride). Product: C(C1=CC=CC=C1)N(C1=C(C(=CC=C1)NS(=O)(=O)C)C)CC1=CC=C(OC2=CC=C(OCCCCC(=O)NCCC(=O)O)C=C2)C=C1 (N-[5-(4-{4-[(benzyl{2-methyl-3-[(methylsulfonyl)amino]phenyl}amino)methyl]phenoxy}phenoxy)pentanoyl]-beta-alanine). As a reaction SMILES: [CH2:1]([N:8]([CH2:21][C:22]1[CH:42]=[CH:41][C:25]([O:26][C:27]2[CH:40]=[CH:39][C:30]([O:31][CH2:32][CH2:33][CH2:34][CH2:35][C:36](O)=[O:37])=[CH:29][CH:28]=2)=[CH:24][CH:23]=1)[C:9]1[CH:14]=[CH:13][CH:12]=[C:11]([NH:15][S:16]([CH3:19])(=[O:18])=[O:17])[C:10]=1[CH3:20])[C:2]1[CH:7]=[CH:6][CH:5]=[CH:4][CH:3]=1.Cl.C([O:46][C:47](=[O:51])[CH2:48][CH2:49][NH2:50])C>>[CH2:1]([N:8]([CH2:21][C:22]1[CH:23]=[CH:24][C:25]([O:26][C:27]2[CH:28]=[CH:29][C:30]([O:31][CH2:32][CH2:33][CH2:34][CH2:35][C:36]([NH:50][CH2:49][CH2:48][C:47]([OH:46])=[O:51])=[O:37])=[CH:39][CH:40]=2)=[CH:41][CH:42]=1)[C:9]1[CH:14]=[CH:13][CH:12]=[C:11]([NH:15][S:16]([CH3:19])(=[O:17])=[O:18])[C:10]=1[CH3:20])[C:2]1[CH:3]=[CH:4][CH:5]=[CH:6][CH:7]=1 |f:1.2|. Reported procedure: The product from Example 234B and beta-alanine ethyl ester hydrochloride were processed as described in Example 251A and B to provide the titled compound. 1H NMR (500 MHz, DMSO-d6) δ11.84-12.51 (br.s, 1 H), 8.94 (s, 1 H), 7.85 (t, 1 H), 7.22 (m, 7 H), 7.03 (t, J=7.8 Hz, 1 H), 6.94 (m, 6 H), 6.82 (d, 2 H), 4.04 (s, 2 H), 4.00 (s, 2 H), 3.92 (t, 2 H), 3.23 (dd, 2 H), 2.91 (s, 3 H), 2.39 (s, 3 H), 2.36 (t, 2 H), 2.11 (t, 2 H), 1.64 (m, 4 H); MS (ESI+) m/z 660 (M+H)+. The reactants are C(C)(=O)OCC (ethyl acetate), CC(C)(C)C=1C=C(C=C(C1O)C(C)(C)C)C=C1C(NC(S1)=S)=O (5-[3,5-bis(1,1-dimethylethyl)-4-hydroxyphenyl]methylene-2-thioxo-4-thiazolidinone), CC=1NC(=C(CC1C(=O)[O-])C(=O)[O-])C (2,6-dimethyl-1,4-dihydro-3,5-pyridinedicarboxylate). The solvent is C1(=CC=CC=C1)C (toluene), C1(=CC=CC=C1)C (toluene). Product: CC(C)(C)C=1C=C(C=C(C1O)C(C)(C)C)CC1C(NC(S1)=S)=O (5-[[3,5-Bis(1,1-dimethylethyl)-4-hydroxyphenyl]methyl]-2-thioxo-4-thiazolidinone). The yield is 56.9%. As a reaction SMILES: [CH3:1][C:2]([C:5]1[CH:6]=[C:7]([CH:16]=[C:17]2[S:21][C:20](=[S:22])[NH:19][C:18]2=[O:23])[CH:8]=[C:9]([C:12]([CH3:15])([CH3:14])[CH3:13])[C:10]=1[OH:11])([CH3:4])[CH3:3].CC1NC(C)=C(C([O-])=O)CC=1C([O-])=O.C(OCC)(=O)C>C1(C)C=CC=CC=1>[CH3:15][C:12]([C:9]1[CH:8]=[C:7]([CH2:16][CH:17]2[S:21][C:20](=[S:22])[NH:19][C:18]2=[O:23])[CH:6]=[C:5]([C:2]([CH3:1])([CH3:3])[CH3:4])[C:10]=1[OH:11])([CH3:13])[CH3:14]. Reported procedure: Under a nitrogen atmosphere, 13.98 g of 5-[3,5-bis(1,1-dimethylethyl)-4-hydroxyphenyl]methylene-2-thioxo-4-thiazolidinone, 13.17 g of die 2,6-dimethyl-1,4-dihydro-3,5-pyridinedicarboxylate and 600 ml of toluene were stirred to effect solution. Forty grams of silica gel 60 (finer than 230 mesh), previously dried in vacuo at 50° C. for 7 hours, were added to the reaction. The reaction was heated at reflux for 18 hours and filtered hot. The filtrate was evaporated to dryness. The residue was dissol... Conditions: time 2 hour. Reported procedure: To a stirred solution of benzofuran 2-carboxylic acid (2.50 g) in tetrahydrofuran (50 ml) at 0° C. under nitrogen was added a solution of lithium aluminium hydride (1.0M; 7.7 ml) in tetrahydrofuran. Stirring was continued for 2 h, allowing the temperature to rise to RT. The mixture was diluted with diethyl ether (50 ml) and quenched with water (30 ml). The aqueous layer was separated and extracted with diethyl ether (2×25 ml). The combined extracts were washed with water (30 ml), sodium hydroxid... Run in O1CCCC1 (tetrahydrofuran), O1CCCC1 (tetrahydrofuran), C(C)OCC (diethyl ether). As a reaction SMILES: [O:1]1[C:5]2[CH:6]=[CH:7][CH:8]=[CH:9][C:4]=2[CH:3]=[C:2]1[C:10](O)=[O:11].[H-].[Al+3].[Li+].[H-].[H-].[H-]>O1CCCC1.C(OCC)C>[OH:11][CH2:10][C:2]1[O:1][C:5]2[CH:6]=[CH:7][CH:8]=[CH:9][C:4]=2[CH:3]=1 |f:1.2.3.4.5.6|. The reactants are O1C(=CC2=C1C=CC=C2)C(=O)O (benzofuran 2-carboxylic acid), [H-].[Al+3].[Li+].[H-].[H-].[H-] (lithium aluminium hydride). Product: OCC=1OC2=C(C1)C=CC=C2 (2-Hydroxymethylbenzofuran). The yield is 48.6%.